This data is from the Open Reaction Database (ORD), a public repository of structured organic reaction records. The task is: describe an organic reaction: reactants, conditions, products, and yield Reactants: C(C1=CC=CC=C1)OC(=O)N1C[C@H](CCC1)C(=O)O ((S)-piperidine-1,3-dicarboxylic acid 1-benzyl ester), C(C(=O)Cl)(=O)Cl (oxalyl chloride), CN(C)C=O (DMF), CO (methanol). Conditions: time 1 hour. The product is C(C1=CC=CC=C1)OC(=O)N1C[C@H](CCC1)C(=O)Cl ((S)-3-chlorocarbonyl-piperidine-1-carboxylic acid benzyl ester). Reaction SMILES: [CH2:1]([O:8][C:9]([N:11]1[CH2:16][CH2:15][CH2:14][C@H:13]([C:17]([OH:19])=O)[CH2:12]1)=[O:10])[C:2]1[CH:7]=[CH:6][CH:5]=[CH:4][CH:3]=1.CN(C=O)C.CO.C(Cl)(=O)C([Cl:30])=O>>[CH2:1]([O:8][C:9]([N:11]1[CH2:16][CH2:15][CH2:14][C@H:13]([C:17]([Cl:30])=[O:19])[CH2:12]1)=[O:10])[C:2]1[CH:7]=[CH:6][CH:5]=[CH:4][CH:3]=1. Procedure details: (S)-Piperidine-1,3-dicarboxylic acid 1-benzyl ester (XXXII) (12.0 g, 45.6 mmol) was taken in neat oxalyl chloride (30 ml), 0.2 mL of DMF was added and the mixture was stirred at room temperature for 1 hour. Completion of the reaction was monitored by TLC which showed the formation of a non-polar spot after treatment of a small amount with methanol. Then the reaction mixture was concentrated under reduced pressure to provide (S)-3-chlorocarbonyl-piperidine-1-carboxylic acid benzyl ester (XXXIII) ... Starting materials: C(F)(F)(C(F)(F)C(F)(F)C(F)(F)C(F)(F)C(F)(F)F)I (C6F13I), C(C=C)#N (acrylonitrile). The reagents and catalysts are [Zn] (zinc), C(C)(=O)[O-].[Cu+2].C(C)(=O)[O-] (copper acetate), [Zn].[Cu] (zinc copper). Run in acid. The product is C(F)(F)(C(F)(F)C(F)(F)C(F)(F)C(F)(F)C(F)(F)F)CCC#N (C6F13C2H4CN). RXN SMILES: [C:1](I)([C:4]([C:7]([C:10]([C:13]([C:16]([F:19])([F:18])[F:17])([F:15])[F:14])([F:12])[F:11])([F:9])[F:8])([F:6])[F:5])([F:3])[F:2].[C:21](#[N:24])[CH:22]=[CH2:23]>[Zn].C([O-])(=O)C.[Cu+2].C([O-])(=O)C.[Zn].[Cu]>[C:1]([CH2:23][CH2:22][C:21]#[N:24])([C:4]([C:7]([C:10]([C:13]([C:16]([F:19])([F:18])[F:17])([F:15])[F:14])([F:12])[F:11])([F:9])[F:8])([F:6])[F:5])([F:3])[F:2] |f:3.4.5,6.7|. Procedure: A series of tests was carried out according to the operating method of Example 1, but by modifying the nature of the solvent. These tests were made by dispersing 4 g. of coarse zinc powder in a solution of 100 mg of copper acetate in 30 ml of acid, by varying the latter. The dispersion of the zinc/copper metal pair is cooled to ambient temperature, and a mixture of 23 g. of C6F13I (0.05 mole) and 2.7 g. of acrylonitrile are introduced into the above dispersion, with agitation, during a period of... The reactants are ClC=1C(=CC=C2C(=CC(=NC12)C=1SC=C(N1)C(C)C)O[C@H]1C[C@H](N(C1)C(=O)N[C@]1([C@@H](C1)C=C)C(NS(=O)(=O)C1CC1)=O)C(=O)N(C)CCCCC=C)OC ((2S,4S)-4-(8-chloro-2-(4-isopropylthiazol-2-yl)-7-methoxyquinolin-4-yloxy)-N1-((1R,2S)-1-(cyclopropylsulfonylcarbamoyl)-2-vinylcyclopropyl)-N2-(hex-5-enyl)-N2-methylpyrrolidine-1,2-dicarboxamide), SC1=C(C(=O)O)C=CC=N1 (2-mercaptonicotinic acid). Solvent: ClC(C)Cl (dichloroethane). Conditions: temperature 75 celsius, time 25 minute. Yields the product ClC=1C(=CC=C2C(=CC(=NC12)C=1SC=C(N1)C(C)C)O[C@H]1C[C@H]2C(N(CCCC\C=C/[C@@H]3C[C@]3(NC(N2C1)=O)C(=O)NS(=O)(=O)C1CC1)C)=O)OC (Cyclopropanesulfonic acid {(Z)-(4R,6S,15S,17S)-17-[8-chloro-2-(4-isopropyl-thiazol-2-yl)-7-methoxy-quinolin-4-yloxy]-13-methyl-2,14-dioxo-1,3,13-triaza-tricyclo[13.3.0.0*4,6*]octadec-7-ene-4-carbonyl}-amide). Isolated yield 54.1%. As a reaction SMILES: [Cl:1][C:2]1[C:3]([O:53][CH3:54])=[CH:4][CH:5]=[C:6]2[C:11]=1[N:10]=[C:9]([C:12]1[S:13][CH:14]=[C:15]([CH:17]([CH3:19])[CH3:18])[N:16]=1)[CH:8]=[C:7]2[O:20][C@@H:21]1[CH2:25][N:24]([C:26]([NH:28][C@:29]2([C:34](=[O:42])[NH:35][S:36]([CH:39]3[CH2:41][CH2:40]3)(=[O:38])=[O:37])[CH2:31][C@H:30]2C=C)=[O:27])[C@H:23]([C:43]([N:45]([CH2:47][CH2:48][CH2:49][CH2:50][CH:51]=[CH2:52])[CH3:46])=[O:44])[CH2:22]1.SC1N=CC=CC=1C(O)=O>ClC(Cl)C>[Cl:1][C:2]1[C:3]([O:53][CH3:54])=[CH:4][CH:5]=[C:6]2[C:11]=1[N:10]=[C:9]([C:12]1[S:13][CH:14]=[C:15]([CH:17]([CH3:18])[CH3:19])[N:16]=1)[CH:8]=[C:7]2[O:20][C@@H:21]1[CH2:25][N:24]2[C@H:23]([C:43](=[O:44])[N:45]([CH3:46])[CH2:47][CH2:48][CH2:49][CH2:50][CH:51]=[CH:52][C@H:31]3[C@:29]([C:34]([NH:35][S:36]([CH:39]4[CH2:41][CH2:40]4)(=[O:37])=[O:38])=[O:42])([NH:28][C:26]2=[O:27])[CH2:30]3)[CH2:22]1. Procedure: Compound 137 (5.5 g) was dissolved in dichloroethane (1.375 mL) under Ar at room temperature. The solution was degassed with argon and then heated at 73-77° C. Zhan 1B catalyst (1%) in dichloroethane was slowly added to the reaction solution. At 25 min, another 1% of the catalyst in DCE was added. At 45 min, 2-mercaptonicotinic acid (0.5 eq.) was added. The reaction mixture was cooled down to room temperature, concentrated under vacuum to ˜130 mL, and then washed with 0.5M aqueous NaHCO3. To the... As a reaction SMILES: [C:31]([O-:32])(=[O:33])[CH3:34].[CH3:36][CH2:37][OH:38].[Cl:1][c:2]1[cH:3][c:4]([C:16]([CH:17]([CH3:18])[CH3:19])=[O:20])[c:5]([NH:8][S:9](=[O:10])(=[O:11])[C:12]([F:13])([F:14])[F:15])[cH:6][cH:7]1.[Cl:22][c:23]1[cH:24][cH:25][c:26]([O:29][NH2:30])[cH:27][cH:28]1.[ClH:21].[Na+:35]>>[Cl:1][c:2]1[cH:3][c:4]([C:16]([CH:17]([CH3:18])[CH3:19])=[N:30][O:29][c:26]2[cH:25][cH:24][c:23]([Cl:22])[cH:28][cH:27]2)[c:5]([NH:8][S:9](=[O:10])(=[O:11])[C:12]([F:13])([F:14])[F:15])[cH:6][cH:7]1. Reactants: CC(=O)[O-], CCO, CC(C)C(=O)c1cc(Cl)ccc1NS(=O)(=O)C(F)(F)F, NOc1ccc(Cl)cc1, Cl, [Na+]. Product: CC(C)C(=NOc1ccc(Cl)cc1)c1cc(Cl)ccc1NS(=O)(=O)C(F)(F)F. Reactants: BrC1=C2C=CC(=NC2=CC=C1)Cl (5-bromo-2-chloroquinoline), COC1=C(CN)C=CC=C1 (2-methoxybenzylamine), CN1C=NC=C1CN ((1-methyl-1H-imidazol-5-yl)methylamine). RXN SMILES: Br[C:2]1[CH:11]=[CH:10][CH:9]=[C:8]2[C:3]=1[CH:4]=[CH:5][C:6](Cl)=[N:7]2.[CH3:13][O:14][C:15]1[CH:22]=[CH:21][CH:20]=[CH:19][C:16]=1[CH2:17][NH2:18].[CH3:23][N:24]1[C:28]([CH2:29][NH2:30])=[CH:27][N:26]=[CH:25]1>>[CH3:13][O:14][C:15]1[CH:22]=[CH:21][CH:20]=[CH:19][C:16]=1[CH2:17][NH:18][C:6]1[CH:5]=[CH:4][C:3]2[C:2]([NH:30][CH2:29][C:28]3[N:24]([CH3:23])[CH:25]=[N:26][CH:27]=3)=[CH:11][CH:10]=[CH:9][C:8]=2[N:7]=1. Procedure details: The title compound, MS: m/e=374.4 (M+H+), was prepared in accordance with the general method of example 1 from 5-bromo-2-chloroquinoline, 2-methoxybenzylamine and (1-methyl-1H-imidazol-5-yl)methylamine. The product is COC1=C(CNC2=NC=3C=CC=C(C3C=C2)NCC=2N(C=NC2)C)C=CC=C1 (N2-(2-Methoxy-benzyl)-N5-(3-methyl-3H-imidazol-4-ylmethyl)-quinoline-2,5-diamine). Reactants: C1CNCCN1, CC(C)O, O=[N+]([O-])c1cccnc1Cl. Product: O=[N+]([O-])c1cccnc1N1CCNCC1. As a reaction SMILES: [CH2:11]1[CH2:12][NH:13][CH2:14][CH2:15][NH:16]1.[CH:17]([OH:18])([CH3:19])[CH3:20].[Cl:1][c:2]1[n:3][cH:4][cH:5][cH:6][c:7]1[N+:8](=[O:9])[O-:10]>>[c:2]1([N:13]2[CH2:12][CH2:11][NH:16][CH2:15][CH2:14]2)[n:3][cH:4][cH:5][cH:6][c:7]1[N+:8](=[O:9])[O-:10].